From a dataset of the Open Reaction Database (ORD), a public repository of structured organic reaction records. describe an organic reaction: reactants, conditions, products, and yield Starting materials: Fc1cccc(Cl)n1, [Na+], [Na+], [Na+], O=C([O-])[O-], [OH-], c1ccc(P(c2ccccc2)(c2ccccc2)[Pd](P(c2ccccc2)(c2ccccc2)c2ccccc2)(P(c2ccccc2)(c2ccccc2)c2ccccc2)P(c2ccccc2)(c2ccccc2)c2ccccc2)cc1, OB(O)c1cccnc1. Product: Fc1cccc(-c2cccnc2)n1. RXN SMILES: [Cl:1][c:2]1[n:3][c:4]([F:8])[cH:5][cH:6][cH:7]1.[Na+:18].[Na+:19].[Na+:25].[O-:20][C:21](=[O:22])[O-:23].[OH-:24].[cH:26]1[cH:27][cH:28][c:29]([P:30]([Pd:31]([P:32]([c:33]2[cH:34][cH:35][cH:36][cH:37][cH:38]2)([c:39]2[cH:40][cH:41][cH:42][cH:43][cH:44]2)[c:45]2[cH:46][cH:47][cH:48][cH:49][cH:50]2)([P:51]([c:52]2[cH:53][cH:54][cH:55][cH:56][cH:57]2)([c:58]2[cH:59][cH:60][cH:61][cH:62][cH:63]2)[c:64]2[cH:65][cH:66][cH:67][cH:68][cH:69]2)[P:70]([c:71]2[cH:72][cH:73][cH:74][cH:75][cH:76]2)([c:77]2[cH:78][cH:79][cH:80][cH:81][cH:82]2)[c:83]2[cH:84][cH:85][cH:86][cH:87][cH:88]2)([c:89]2[cH:90][cH:91][cH:92][cH:93][cH:94]2)[c:95]2[cH:96][cH:97][cH:98][cH:99][cH:100]2)[cH:101][cH:102]1.[n:9]1[cH:10][c:11]([B:15]([OH:16])[OH:17])[cH:12][cH:13][cH:14]1>>[c:2]1(-[c:11]2[cH:10][n:9][cH:14][cH:13][cH:12]2)[n:3][c:4]([F:8])[cH:5][cH:6][cH:7]1. The product is N[C@@H]1CC[C@H](CC1)NC1=NC(=C2N=CNC2=N1)NC1=CC=C(C(=O)NC2=CC=CC=C2)C=C1 (Trans-4-[[2-[(4-aminocyclohexyl)amino]-9H-purin-6-yl]amino]-N-phenylbenzamide). Isolated yield 9.6%. Procedure: 937 mg of trans-1,4-diaminocyclohexane are heated to its melting point (70° C.) and 300 mg of the product obtained in stage 1 above are added. 35 mg of the expected product are thus obtained. As a reaction SMILES: [NH2:1][C@H:2]1[CH2:7][CH2:6][C@H:5]([NH2:8])[CH2:4][CH2:3]1.Cl[C:10]1[N:18]=[C:17]2[C:13]([N:14]=[CH:15][NH:16]2)=[C:12]([NH:19][C:20]2[CH:34]=[CH:33][C:23]([C:24]([NH:26][C:27]3[CH:32]=[CH:31][CH:30]=[CH:29][CH:28]=3)=[O:25])=[CH:22][CH:21]=2)[N:11]=1>>[NH2:1][C@H:2]1[CH2:7][CH2:6][C@H:5]([NH:8][C:10]2[N:18]=[C:17]3[C:13]([N:14]=[CH:15][NH:16]3)=[C:12]([NH:19][C:20]3[CH:34]=[CH:33][C:23]([C:24]([NH:26][C:27]4[CH:32]=[CH:31][CH:30]=[CH:29][CH:28]=4)=[O:25])=[CH:22][CH:21]=3)[N:11]=2)[CH2:4][CH2:3]1. The reactants are N[C@@H]1CC[C@H](CC1)N (trans-1,4-diaminocyclohexane), ClC1=NC(=C2N=CNC2=N1)NC1=CC=C(C(=O)NC2=CC=CC=C2)C=C1 (4-[(2-chloro-9H-purin-6-yl]amino]-N-phenylbenzamide).